describe an organic reaction: reactants, conditions, products, and yield From a dataset of the Open Reaction Database (ORD), a public repository of structured organic reaction records. Reactants: [OH-].[Na+] (sodium hydroxide), C1(=C(C(=C(C(=C1F)F)F)N)F)N.Cl.Cl (dihydrochloride), CN1CCC(CC1)=C1C2=C(C=CC3=C1C=C(C=C3)CN)C=CC=C2 (1-methyl-4-(3-aminomethyl- 5H-dibenzo[a,d]cycloheptene-5-ylidene)piperidine), COC=1C=C(C(=O)Cl)C=C(C1OC)OC (3,4,5-trimethoxybenzoyl chloride). The solvent is C1(=CC=CC=C1)C (toluene). Run at time 5 minute. Yields the product COC=1C=C(C(=O)NCC=2C=CC3=C(C(C4=C(C=C3)C=CC=C4)=C4CCN(CC4)C)C2)C=C(C1OC)OC (3,4,5-trimethoxy-N-((5-(l-methyl-4-piperidinylidene)-5H-dibenzo[a,d]cyclohepten-3-yl)methyl)benzamide). As a reaction SMILES: C1(N)C(F)=C(F)C(F)=C(N)C=1F.Cl.Cl.[CH3:15][N:16]1[CH2:21][CH2:20][C:19](=[C:22]2[C:28]3[CH:29]=[C:30]([CH2:33][NH2:34])[CH:31]=[CH:32][C:27]=3[CH:26]=[CH:25][C:24]3[CH:35]=[CH:36][CH:37]=[CH:38][C:23]2=3)[CH2:18][CH2:17]1.[CH3:39][O:40][C:41]1[CH:42]=[C:43]([CH:47]=[C:48]([O:52][CH3:53])[C:49]=1[O:50][CH3:51])[C:44](Cl)=[O:45].[OH-].[Na+]>C1(C)C=CC=CC=1>[CH3:53][O:52][C:48]1[CH:47]=[C:43]([CH:42]=[C:41]([O:40][CH3:39])[C:49]=1[O:50][CH3:51])[C:44]([NH:34][CH2:33][C:30]1[CH:31]=[CH:32][C:27]2[CH:26]=[CH:25][C:24]3[CH:35]=[CH:36][CH:37]=[CH:38][C:23]=3[C:22](=[C:19]3[CH2:18][CH2:17][N:16]([CH3:15])[CH2:21][CH2:20]3)[C:28]=2[CH:29]=1)=[O:45] |f:0.1.2,5.6|. Procedure: To a mixture of 0.50 g (1.26 mmol) of the dihydrochloride salt of 1-methyl-4-(3-aminomethyl- 5H-dibenzo[a,d]cycloheptene-5-ylidene)piperidine and 0.25 g (1.08 mmol) 3,4,5-trimethoxybenzoyl chloride in 25 ml of toluene was added 1 ml of 10% aqueous sodium hydroxide. The mixture was shaken vigorously for 5 minutes. The toluene was removed by evaporation under reduced pressure and the residual gum was redissolved in chloroform. This chloroform phase was separated, dried over magnesium sulfate, filt...